describe an organic reaction: reactants, conditions, products, and yield From a dataset of the Open Reaction Database (ORD), a public repository of structured organic reaction records. Starting materials: COCCOC, CCOC(=O)CP(=O)(OCC)OCC, N#CC1=C(C=O)Nc2n[nH]cc2C1c1ccccc1Cl, [H-], [Na+], O. Product: CCOC(=O)C=CC1=C(C#N)C(c2ccccc2Cl)c2c[nH]nc2N1. As a reaction SMILES: [CH2:38]([CH2:39][O:40][CH3:41])[O:42][CH3:43].[CH2:3]([O:4][P:5]([O:6][CH2:7][CH3:8])(=[O:9])[CH2:11][C:12](=[O:13])[O:14][CH2:15][CH3:16])[CH3:10].[Cl:17][c:18]1[c:19]([CH:24]2[c:25]3[c:26]([n:34][nH:35][cH:36]3)[NH:27][C:28]([CH:32]=[O:33])=[C:29]2[C:30]#[N:31])[cH:20][cH:21][cH:22][cH:23]1.[H-:1].[Na+:2].[OH2:37]>>[CH:11]([C:12](=[O:13])[O:14][CH2:15][CH3:16])=[CH:32][C:28]1=[C:29]([C:30]#[N:31])[CH:24]([c:19]2[c:18]([Cl:17])[cH:23][cH:22][cH:21][cH:20]2)[c:25]2[c:26]([n:34][nH:35][cH:36]2)[NH:27]1. The reactants are CC1CCNCC1 (4-methylpiperidine), C(C)(=O)O (acetic acid), C(C)(=O)O[BH-](OC(C)=O)OC(C)=O.[Na+] (sodium triacetoxyborohydride), C(O)([O-])=O.[Na+] (sodium hydrogen carbonate), ClC1=C2CNC(C2=C(C=C1)C=1N(C2=CC=C(C=C2C1)C=O)C(=O)OC(C)(C)C)=O (4-chloro-7-[1-(tert-butoxycarbonyl)-5-formylindol-2-yl]isoindolinone). The solvent is O (water), C(C)#N (acetonitrile). Product: ClC1=C2CNC(C2=C(C=C1)C=1N(C2=CC=C(C=C2C1)CN1CCC(CC1)C)C(=O)OC(C)(C)C)=O (4-chloro-7-[1-(tert-butoxycarbonyl)-5-(4-methylpiperidinomethyl)indol-2-yl]isoindolinone). The yield is 50.7%. RXN SMILES: [Cl:1][C:2]1[CH:10]=[CH:9][C:8]([C:11]2[N:12]([C:22]([O:24][C:25]([CH3:28])([CH3:27])[CH3:26])=[O:23])[C:13]3[C:18]([CH:19]=2)=[CH:17][C:16]([CH:20]=O)=[CH:15][CH:14]=3)=[C:7]2[C:3]=1[CH2:4][NH:5][C:6]2=[O:29].[CH3:30][CH:31]1[CH2:36][CH2:35][NH:34][CH2:33][CH2:32]1.C(O)(=O)C.C(O[BH-](OC(=O)C)OC(=O)C)(=O)C.[Na+].C(=O)([O-])O.[Na+]>C(#N)C.O>[Cl:1][C:2]1[CH:10]=[CH:9][C:8]([C:11]2[N:12]([C:22]([O:24][C:25]([CH3:27])([CH3:26])[CH3:28])=[O:23])[C:13]3[C:18]([CH:19]=2)=[CH:17][C:16]([CH2:20][N:34]2[CH2:35][CH2:36][CH:31]([CH3:30])[CH2:32][CH2:33]2)=[CH:15][CH:14]=3)=[C:7]2[C:3]=1[CH2:4][NH:5][C:6]2=[O:29] |f:3.4,5.6|. Procedure: In a similar manner to Step 2 of Example 6, 4-chloro-7-[1-(tert-butoxycarbonyl)-5-formylindol-2-yl]isoindolinone (41.0 mg, 0.0998 mmol) was dissolved in acetonitrile (2 mL), and the solution was treated with 4-methylpiperidine (0.048 mL, 0.41 mmol), acetic acid (0.345 mL, 6.03 mmol) and sodium triacetoxyborohydride (169 mg, 0.797 mmol). The reaction mixture was added with water and sodium hydrogen carbonate to adjust the pH of to 9. The mixture was extracted with ethyl acetate. The organic layer... Reactants: COC(C(C1=CC=C(C=C1)OCOC1=CC=CC=C1)=O)=O (alpha-oxo-4-[[(phenoxy)methyl]oxy]benzeneacetic acid methyl ester). Solvent: CO (methanol), [OH-].[Na+] (sodium hydroxide). The product is O=C(C(=O)O)C1=CC=C(C=C1)OCOC1=CC=CC=C1 (alpha-oxo-4-[[(phenoxy)methyl]oxy]benzeneacetic acid). The yield is 78.3%. As a reaction SMILES: C[O:2][C:3](=[O:21])[C:4](=[O:20])[C:5]1[CH:10]=[CH:9][C:8]([O:11][CH2:12][O:13][C:14]2[CH:19]=[CH:18][CH:17]=[CH:16][CH:15]=2)=[CH:7][CH:6]=1>CO.[OH-].[Na+]>[O:20]=[C:4]([C:5]1[CH:10]=[CH:9][C:8]([O:11][CH2:12][O:13][C:14]2[CH:19]=[CH:18][CH:17]=[CH:16][CH:15]=2)=[CH:7][CH:6]=1)[C:3]([OH:21])=[O:2] |f:2.3|. Procedure: A mixture of alpha-oxo-4-[[(phenoxy)methyl]oxy]benzeneacetic acid methyl ester (0.43 g) in methanol and 0.5N sodium hydroxide (4 mL) was treated as in Example 19. Extraction provided 0.415 g which solidified and was crystallized from benzene-hexane to give 0.32 g of colorless alpha-oxo-4-[[(phenoxy)methyl]oxy]benzeneacetic acid as an 0.2 molar hydrate, mp 72°-74° C. Reactants: C(C)(C)(C)OC(=O)N1[C@H](C=O)C[C@H](C1)O[Si](C)(C)C(C)(C)C ((2S,4R)-N-t-butoxycarbonyl-4-t-butyldimethylsiloxyprolinal), NC1=CC=CC=C1 (aniline). The product is N(C1=CC=CC=C1)C[C@H]1N(C[C@@H](C1)O[Si](C)(C)C(C)(C)C)C(=O)OC(C)(C)C ((2S,4R)-2-Anilinomethyl-N-t-butoxycarbonyl-4-t-butyldimethylsiloxypyrrolidine). Isolated yield 81.6%. RXN SMILES: [C:1]([O:5][C:6]([N:8]1[CH2:14][C@H:13]([O:15][Si:16]([C:19]([CH3:22])([CH3:21])[CH3:20])([CH3:18])[CH3:17])[CH2:12][C@H:9]1[CH:10]=O)=[O:7])([CH3:4])([CH3:3])[CH3:2].[NH2:23][C:24]1[CH:29]=[CH:28][CH:27]=[CH:26][CH:25]=1>>[NH:23]([CH2:10][C@@H:9]1[CH2:12][C@@H:13]([O:15][Si:16]([C:19]([CH3:22])([CH3:20])[CH3:21])([CH3:18])[CH3:17])[CH2:14][N:8]1[C:6]([O:5][C:1]([CH3:3])([CH3:4])[CH3:2])=[O:7])[C:24]1[CH:29]=[CH:28][CH:27]=[CH:26][CH:25]=1. Reported procedure: (2S,4R)-2-Anilinomethyl-N-t-butoxycarbonyl-4-t-butyldimethylsiloxypyrrolidine (995 mg, yield: 82%) was prepared as a yellow oily substance, from (2S,4R)-N-t-butoxycarbonyl-4-t-butyldimethylsiloxyprolinal (990 mg, 3 mmol) and aniline (0.3 ml, 3.3 mmol), in the same manner as in Reference Example 95-2. Reactants: ICC#N (iodoacetonitrile), NC=1SC2=C(N1)C(=CC(=C2)F)F (2-amino-4,6-difluoro-benzothiazole), [OH-].[K+] (potassium hydroxide). The solvent is O (water), C(C)O (ethanol), C(C)(=O)O (acetic acid), O (water), C(C)(=O)O (acetic acid). Conditions: temperature 2.5 celsius. Product: NC1=C(C=C(C=C1F)F)SCC#N ((2-Amino-3,5-difluoro-phenylsulfanyl)acetonitrile). Reaction SMILES: N[C:2]1[S:3][C:4]2[CH:10]=[C:9]([F:11])[CH:8]=[C:7]([F:12])[C:5]=2[N:6]=1.[OH-].[K+].IC[C:17]#[N:18]>O.C(O)(=O)C.C(O)C>[NH2:6][C:5]1[C:7]([F:12])=[CH:8][C:9]([F:11])=[CH:10][C:4]=1[S:3][CH2:2][C:17]#[N:18] |f:1.2|. Procedure: A suspension of 2-amino-4,6-difluoro-benzothiazole (7.00 g) was stirred for 6 h at 160° C. under nitrogen in a solution of potassium hydroxide (12.6 g) in water (20 ml). The resulting mixture was cooled to 0-5° C. and a solution of acetic acid (8.85 ml) in water (10 ml) and subsequently ethanol (40 ml) and iodoacetonitrile (2.75 ml) were added. After 30 min the mixture was neutralized with acetic acid (2.25 ml) and filtered. The filtrate was evaporated to approx. 30 ml and diluted with water (15...